This data is from the Open Reaction Database (ORD), a public repository of structured organic reaction records. The task is: describe an organic reaction: reactants, conditions, products, and yield Starting materials: reagent, C(C)(C)C1=CC=C(C=C1)C=1SC=CC1 (2-(p-isopropylphenyl)thiophene), C1(=CC=CC=C1)SCl (benzenesulfenyl chloride), C1(=CC=CC=C1)SSC1=CC=CC=C1 (diphenyl disulfide), C(C)(C)C1=CC=C(C=C1)C=1SC=CC1 (2-(p-isopropylphenyl)thiophene). The reagents and catalysts are [Fe] (iron). The solvent is C(Cl)(Cl)(Cl)Cl (carbon tetrachloride). Yields the product C(C)(C)C1=CC=C(C=C1)C=1SC(=CC1)SC1=CC=CC=C1 (2-(p-Isopropylphenyl)-5-(phenylthio)thiophene). RXN SMILES: [CH:1]([C:4]1[CH:9]=[CH:8][C:7]([C:10]2[S:11][CH:12]=[CH:13][CH:14]=2)=[CH:6][CH:5]=1)([CH3:3])[CH3:2].[C:15]1([S:21]Cl)[CH:20]=[CH:19][CH:18]=[CH:17][CH:16]=1.C1(SSC2C=CC=CC=2)C=CC=CC=1>[Fe].C(Cl)(Cl)(Cl)Cl>[CH:1]([C:4]1[CH:9]=[CH:8][C:7]([C:10]2[S:11][C:12]([S:21][C:15]3[CH:20]=[CH:19][CH:18]=[CH:17][CH:16]=3)=[CH:13][CH:14]=2)=[CH:6][CH:5]=1)([CH3:3])[CH3:2]. Procedure: Into 150 ml of reagent carbon tetrachloride were added 29 g (0.143 mole) 2-(p-isopropylphenyl)thiophene, 17 ml (21 g, 0.145 mole) of benzenesulfenyl chloride and 0.05 g of iron powder. At the end of four days a vapor phase chromatogram of the reaction mixture showed the presence of diphenyl disulfide, unreacted 2-(p-isopropylphenyl)thiophene and the desired product. An additional 4 ml (5 g, 0.035 mole) of benzenesulfenyl chloride and 0.05 g of iron powder was added and the mixture allowed to sta... Starting materials: C[C@H](CCC(=O)O)[C@H]1CC[C@@H]2[C@@]1([C@H](C[C@H]3[C@H]2[C@@H](C[C@H]4[C@@]3(CC[C@H](C4)O)C)O)O)C (Cholic acid). The reagents and catalysts are [Cl-].[Zn+2].[Cl-] (zinc chloride). Yields the product C(CC[C@@H](C)[C@H]1CCC2=C3CCC4CCCC[C@]4(C)[C@H]3CC[C@]12C)(=O)O (chol-8(14)en-24-oic acid). As a reaction SMILES: [CH3:1][C@@H:2]([C@@H:8]1[C@@:12]2([CH3:29])[C@@H:13](O)[CH2:14][C@@H:15]3[C@@:20]4([CH3:26])[CH2:21][CH2:22][C@@H:23](O)[CH2:24][C@H:19]4[CH2:18][C@@H:17](O)[C@H:16]3[C@@H:11]2[CH2:10][CH2:9]1)[CH2:3][CH2:4][C:5]([OH:7])=[O:6]>[Cl-].[Zn+2].[Cl-]>[C:5]([OH:7])(=[O:6])[CH2:4][CH2:3][C@H:2]([C@@H:8]1[C@:12]2([CH3:29])[C:11](=[C:16]3[C@H:15]([CH2:14][CH2:13]2)[C@:20]2([CH3:26])[CH:19]([CH2:24][CH2:23][CH2:22][CH2:21]2)[CH2:18][CH2:17]3)[CH2:10][CH2:9]1)[CH3:1] |f:1.2.3|. Procedure: Cholic acid is treated with zinc chloride to afford the corresponding chol-8(14)en-24-oic acid which is subsequently reduced by treatment with lithium aluminum hydride to the corresponding alcohol. Treatment of the alcohol with p-toluenesulfonyl chloride in the presence of 4-dimethylaminopyridine and triethylamine gives the tosylate which is then converted to the 4-chlorophenylseleno derivative by treatment with bis(4-chlorophenyl)diselenide in the presence of sodium borohydride.